From a dataset of the Open Reaction Database (ORD), a public repository of structured organic reaction records. describe an organic reaction: reactants, conditions, products, and yield The reactants are C(C)(C)(C)OC(=O)N1CCC(CC1)CNC(=O)OCC1=CC=CC=C1 (4-(Benzyloxycarbonylamino-methyl)-piperidine-1-carboxylic acid tert-butyl ester), C(=O)(C(F)(F)F)O (TFA). Solvent: C(Cl)Cl (methylene chloride). Run at time 24 hour. Product: C(C1=CC=CC=C1)OC(NCC1CCNCC1)=O (Piperidin-4-ylmethyl-carbamic acid benzyl ester). Reaction SMILES: C(OC([N:8]1[CH2:13][CH2:12][CH:11]([CH2:14][NH:15][C:16]([O:18][CH2:19][C:20]2[CH:25]=[CH:24][CH:23]=[CH:22][CH:21]=2)=[O:17])[CH2:10][CH2:9]1)=O)(C)(C)C.C(O)(C(F)(F)F)=O>C(Cl)Cl>[CH2:19]([O:18][C:16](=[O:17])[NH:15][CH2:14][CH:11]1[CH2:10][CH2:9][NH:8][CH2:13][CH2:12]1)[C:20]1[CH:25]=[CH:24][CH:23]=[CH:22][CH:21]=1. Reported procedure: To a solution of 3 (4.4 g, 13 mmol) in 90 ml of methylene chloride was added 45 ml of TFA. After stirring at room temperature for 24 hours, the solvents were removed in vacuo and the residue partitioned between chloroform and 10% Na2CO3. The organics were dried over MgSO4, filtered, and the solvent removed in vacuo to give the title compound. Starting materials: CC1(OO1)C (dimethyldioxirane), [ 0035 ], I(=O)(=O)C1=CC=CC=C1 (iodylbenzene), resultant suspension, IC1=CC=C(C=C1)C=1SC2=C(N1)C=CC(=C2)OC (2-(4-Iodophenyl)-6-methoxy-1,3-benzothiazole). The solvent is ClCCl (dichloromethane). Yields the product I(=O)(=O)C1=CC=C(C=C1)C=1SC2=C(N1)C=CC(=C2)OC (2-(4-Iodylphenyl)-6-methoxy-1,3-benzothiazole). Yield: 84.0%. RXN SMILES: CC1(C)OO1.[I:6]([C:9]1[CH:14]=[CH:13][CH:12]=[CH:11][CH:10]=1)(=[O:8])=[O:7].IC1C=CC([C:22]2[S:23][C:24]3[CH:30]=[C:29]([O:31][CH3:32])[CH:28]=[CH:27][C:25]=3[N:26]=2)=CC=1>ClCCl>[I:6]([C:9]1[CH:14]=[CH:13][C:12]([C:22]2[S:23][C:24]3[CH:30]=[C:29]([O:31][CH3:32])[CH:28]=[CH:27][C:25]=3[N:26]=2)=[CH:11][CH:10]=1)(=[O:8])=[O:7]. Reported procedure: A freshly prepared dimethyldioxirane solution (30 mL), as described above (para. [0035]) for the synthesis of simple iodylbenzene analogs, was added drop wise with stirring to an anhydrous dichloromethane (15 mL) solution of 4 (100 mg, 0.28 mmol) cooled in an ice bath. The resultant suspension was stirred at 0° C. for additional period of 2-3 hours and then at room temperature overnight. The yellow solid that was formed was collected by centrifugation and washed three times with dichloromethane....